From a dataset of the Open Reaction Database (ORD), a public repository of structured organic reaction records. describe an organic reaction: reactants, conditions, products, and yield The reactants are C(C1=CC=CC=C1)ON(CCCP(O)(=O)CCCC)C12C(C(CCC1C2(C)C)C)=O (3-(benzyloxycaronylamino)propyl(n-butyl)phosphinic acid), C1C(C)O1 (propylene oxide). Solvent: Cl (hydrochloric acid), CO (methanol). Yields the product NCCCP(O)(=O)CCCC (3-aminopropyl(n-butyl)phosphinic acid). As a reaction SMILES: C(O[N:9](C12C(C)(C)C1CCC(C)C2=O)[CH2:10][CH2:11][CH2:12][P:13]([CH2:16][CH2:17][CH2:18][CH3:19])(=[O:15])[OH:14])C1C=CC=CC=1.C1OC1C>Cl.CO>[NH2:9][CH2:10][CH2:11][CH2:12][P:13]([CH2:16][CH2:17][CH2:18][CH3:19])(=[O:14])[OH:15]. Reported procedure: A solution of 6.7 g of 3-(benzyloxycaronylamino)propyl(n-butyl)phosphinic acid in 125 ml of 36% hydrochloric acid is heated at reflux for 1.5 hour. The mixture is evaporated to an oil and the oil is co-evaporated with water (2×50 ml) to give a white solid. This solid is then dissolved in 50 ml of dry methanol, 1-3 ml of propylene oxide is added and the solution is stirred at room temperature. The precipitated product is collected by filtration and dried to give 3-aminopropyl(n-butyl)phosphinic a... The reactants are C1(=CC=CC=C1)CCSC1=CC=C(C=O)C=C1 (4-(2-Phenylethylthio)benzaldehyde), S1C(NC(C1)=O)=O (2,4-thiazolidinedione), C(C)(=O)[O-].[Na+] (sodium acetate). Product: C1(=CC=CC=C1)CCSC1=CC=C(C=C1)C=C1C(NC(S1)=O)=O (5-[4-(2-Phenylethylthio)phenylmethylene]thiazolidine-2,4-dione). The yield is 11.8%. As a reaction SMILES: [C:1]1([CH2:7][CH2:8][S:9][C:10]2[CH:17]=[CH:16][C:13]([CH:14]=O)=[CH:12][CH:11]=2)[CH:6]=[CH:5][CH:4]=[CH:3][CH:2]=1.[S:18]1[CH2:22][C:21](=[O:23])[NH:20][C:19]1=[O:24].C([O-])(=O)C.[Na+]>>[C:1]1([CH2:7][CH2:8][S:9][C:10]2[CH:17]=[CH:16][C:13]([CH:14]=[C:22]3[S:18][C:19](=[O:24])[NH:20][C:21]3=[O:23])=[CH:12][CH:11]=2)[CH:6]=[CH:5][CH:4]=[CH:3][CH:2]=1 |f:2.3|. Procedure details: 4-(2-Phenylethylthio)benzaldehyde (12.4 mmol, 3.0 g), 2,4-thiazolidinedione (15.5 mmol, 1.81 g) and anhydrous sodium acetate (30.9 mmol, 2.54 g) were heated in an oil bath at 150° C. for 0.5 hour. The mixture was cooled and the resulting solid triturated with water (100 ml) and collected by filtration. The solid was recrystallized from methanol:ethyl acetate:acetone (1:1:2) to afford 500 mg of title product; m.p. 182°-183° C. Starting materials: C(C)OC(=O)C=1C=NN(C1)CC#CC1=CC=C(C=C1)C (1-(3-p-Tolyl-prop-2-ynyl)-1H-pyrazole-4-carboxylic acid ethyl ester), [Li+].[OH-] (LiOH). Run in C1CCOC1.CO.O (THF methanol water). The product is C1(=CC=C(C=C1)C#CCN1N=CC(=C1)C(=O)O)C (1-(3-p-Tolyl-prop-2-ynyl)-1H-pyrazole-4-carboxylic acid). Yield: 90.2%. As a reaction SMILES: C([O:3][C:4]([C:6]1[CH:7]=[N:8][N:9]([CH2:11][C:12]#[C:13][C:14]2[CH:19]=[CH:18][C:17]([CH3:20])=[CH:16][CH:15]=2)[CH:10]=1)=[O:5])C.[Li+].[OH-]>C1COCC1.CO.O>[C:17]1([CH3:20])[CH:18]=[CH:19][C:14]([C:13]#[C:12][CH2:11][N:9]2[CH:10]=[C:6]([C:4]([OH:5])=[O:3])[CH:7]=[N:8]2)=[CH:15][CH:16]=1 |f:1.2,3.4.5|. Procedure: 1-(3-p-Tolyl-prop-2-ynyl)-1H-pyrazole-4-carboxylic acid ethyl ester (0.226 g, 0.84 mmol) was dissolved in a mixture of solvents THF: methanol:water (3:1:1, 10 ml) and LiOH (0.071 g, 1.7 mol) was added to the reaction mixture with stirring. The reaction mixture was then stirred at 20-25° C. for 2 hours. Solvents were evaporated and the residue was diluted with water (0.5 ml) and acidified with dil. HCl, filtered and dried to obtain off white precipitate, 1-(3-p-Tolyl-prop-2-ynyl)-1H-pyrazole-4-ca... Starting materials: N[C@H]1[C@@H]2N(C([C@@](S2)(C)C=C)C(=O)O)C1=O (6β-Amino-2α-vinyl-2β-methylpenam-3-carboxylic acid), O(C1=CC=CC=C1)CC(=O)Cl (phenoxyacetyl chloride), C([O-])([O-])=O.[Na+].[Na+] (sodium carbonate). Run in CC(=O)C.O (acetone water). Product: O(C1=CC=CC=C1)CC(=O)N[C@H]1[C@@H]2N(C([C@@](S2)(C)C=C)C(=O)O)C1=O (6β-Phenoxyacetylamino-2α-vinyl-2β-methylpenam-3-carboxylic acid). Reaction SMILES: [NH2:1][C@@H:2]1[C:14](=[O:15])[N:4]2[CH:5]([C:11]([OH:13])=[O:12])[C@:6]([CH:9]=[CH2:10])([CH3:8])[S:7][C@H:3]12.[O:16]([CH2:23][C:24](Cl)=[O:25])[C:17]1[CH:22]=[CH:21][CH:20]=[CH:19][CH:18]=1.C(=O)([O-])[O-].[Na+].[Na+]>CC(C)=O.O>[O:16]([CH2:23][C:24]([NH:1][C@@H:2]1[C:14](=[O:15])[N:4]2[CH:5]([C:11]([OH:13])=[O:12])[C@:6]([CH:9]=[CH2:10])([CH3:8])[S:7][C@H:3]12)=[O:25])[C:17]1[CH:22]=[CH:21][CH:20]=[CH:19][CH:18]=1 |f:2.3.4,5.6|. Procedure: 6β-Amino-2α-vinyl-2β-methylpenam-3-carboxylic acid is acylated in acetone-water with phenoxyacetyl chloride in the presence of sodium carbonate to provide the title compound. The reactants are O=C(O)CCCBr, ClC(Cl)Cl, c1ccc(P(c2ccccc2)c2ccccc2)cc1. The product is [Br-], O=C(O)CCC[P+](c1ccccc1)(c1ccccc1)c1ccccc1. As a reaction SMILES: [Br:1][CH2:2][CH2:3][CH2:4][C:5](=[O:6])[OH:7].[CH:27]([Cl:28])([Cl:29])[Cl:30].[c:8]1([P:14]([c:15]2[cH:16][cH:17][cH:18][cH:19][cH:20]2)[c:21]2[cH:22][cH:23][cH:24][cH:25][cH:26]2)[cH:9][cH:10][cH:11][cH:12][cH:13]1>>[Br-:1].[CH2:2]([CH2:3][CH2:4][C:5](=[O:6])[OH:7])[P+:14]([c:8]1[cH:9][cH:10][cH:11][cH:12][cH:13]1)([c:15]1[cH:16][cH:17][cH:18][cH:19][cH:20]1)[c:21]1[cH:22][cH:23][cH:24][cH:25][cH:26]1. Reactants: BrC1=CC=C(C(=O)N([C@H]2CN(CCC2)C(=O)OC(C)(C)C)C2=NC=CC=C2Cl)C=C1 (tert-butyl (3R)-3-[(4-bromobenzoyl)(3-chloropyridin-2-yl)amino]piperidine-1-carboxylate), IC=1C=NN(C1C(=O)OCC)C (ethyl 4-iodo-1-methyl-1H-pyrazole-5-carboxylate), C(C)(C)[Mg]Cl (Isopropylmagnesium chloride). Reagents/catalysts: [Pd](Cl)Cl.C(C)(C)(C)P([C-]1C=CC=C1)C(C)(C)C.[C-]1(C=CC=C1)P(C(C)(C)C)C(C)(C)C.[Fe+2] (1,1′-bis(di-tert-butylphosphino)ferrocene palladium dichloride), [Cl-].[Zn+2].[Cl-] (zinc chloride). Solvent: C1CCOC1 (THF), CC1CCCO1 (2-MeTHF). Conditions: temperature -52 celsius, time 2 hour. The product is ClC=1C(=NC=CC1)N(C1CN(CCC1)C(=O)OC(C)(C)C)C(C1=CC=C(C=C1)C=1C=NN(C1C(=O)OCC)C)=O (tert-butyl 3-[(3-chloropyridin-2-yl){4-[5-(ethoxycarbonyl)-1-methyl-1H-pyrazol-4-yl]benzoyl}amino]piperidine-1-carboxylate), solid. Isolated yield 78.0%. As a reaction SMILES: I[C:2]1[CH:3]=[N:4][N:5]([CH3:12])[C:6]=1[C:7]([O:9][CH2:10][CH3:11])=[O:8].C([Mg]Cl)(C)C.Br[C:19]1[CH:47]=[CH:46][C:22]([C:23]([N:25]([C:39]2[C:44]([Cl:45])=[CH:43][CH:42]=[CH:41][N:40]=2)[C@@H:26]2[CH2:31][CH2:30][CH2:29][N:28]([C:32]([O:34][C:35]([CH3:38])([CH3:37])[CH3:36])=[O:33])[CH2:27]2)=[O:24])=[CH:21][CH:20]=1>C1COCC1.CC1OCCC1.[Cl-].[Zn+2].[Cl-].[Pd](Cl)Cl.C(P(C(C)(C)C)[C-]1C=CC=C1)(C)(C)C.[C-]1(P(C(C)(C)C)C(C)(C)C)C=CC=C1.[Fe+2]>[Cl:45][C:44]1[C:39]([N:25]([C:23](=[O:24])[C:22]2[CH:21]=[CH:20][C:19]([C:2]3[CH:3]=[N:4][N:5]([CH3:12])[C:6]=3[C:7]([O:9][CH2:10][CH3:11])=[O:8])=[CH:47][CH:46]=2)[CH:26]2[CH2:31][CH2:30][CH2:29][N:28]([C:32]([O:34][C:35]([CH3:38])([CH3:37])[CH3:36])=[O:33])[CH2:27]2)=[N:40][CH:41]=[CH:42][CH:43]=1 |f:5.6.7,8.9.10.11|. Procedure details: Preparation 13 ethyl 4-iodo-1-methyl-1H-pyrazole-5-carboxylate (108.5 g, 387.4 mmol) was dissolved in 1 L of THF and the resulting solution was cooled to −52° C. Isopropylmagnesium chloride (2 mol/L solution in THF, 200 mL, 400 mmol) was added over 27 minutes keeping the internal temperature <−39° C., followed by addition of zinc chloride (1.9 mol/L in 2-MeTHF, 120 mL, 230 mmol) over 15 minutes keeping the internal temperature <−39° C. The reaction was then warmed to 40° C. followed by addition ...